This data is from the Open Reaction Database (ORD), a public repository of structured organic reaction records. The task is: describe an organic reaction: reactants, conditions, products, and yield The reactants are [In] (indium), FC1=C(C(=O)NCC(=O)O)C(=CC=C1)[N+](=O)[O-] (2-(2-fluoro-6-nitrobenzamido)acetic acid). Solvent: CC(=O)O (AcOH), CCOC(=O)C (EtOAc). Conditions: temperature 60 celsius, time 30 minute. Yields the product NC1=C(C(=O)NCC(=O)O)C(=CC=C1)F (2-(2-Amino-6-fluorobenzamido)acetic acid). Yield: 71.8%. Reaction SMILES: [In].[F:2][C:3]1[CH:15]=[CH:14][CH:13]=[C:12]([N+:16]([O-])=O)[C:4]=1[C:5]([NH:7][CH2:8][C:9]([OH:11])=[O:10])=[O:6]>CC(O)=O.CCOC(C)=O>[NH2:16][C:12]1[CH:13]=[CH:14][CH:15]=[C:3]([F:2])[C:4]=1[C:5]([NH:7][CH2:8][C:9]([OH:11])=[O:10])=[O:6]. Reported procedure: To a suspension of indium powder (237 mg, 2.07 mmol) in AcOH (2 mL) was added 2-(2-fluoro-6-nitrobenzamido)acetic acid (50 mg, 0.21 mmol) at rt and stirred at 60° C. for 30 min. The reaction mixture was attained to rt and diluted with EtOAc (20 mL). The solution was stirred for 5 min and filtered through celite. The celite bed was washed with EtOAc (10 mL) and the combined organic layer was evaporated under reduced pressure. The residue was chromatographed over silica gel column using chloroform...